This data is from the Open Reaction Database (ORD), a public repository of structured organic reaction records. The task is: describe an organic reaction: reactants, conditions, products, and yield Starting materials: O=C1CCCCCN1, O=C(O)C(F)(F)F, c1ccccc1. Product: O=C1CCCCCN1, O=C(O)C(F)(F)F. As a reaction SMILES: [C:1]1(=[O:8])[CH2:2][CH2:3][CH2:4][CH2:5][CH2:6][NH:7]1.[OH:9][C:10](=[O:11])[C:12]([F:13])([F:14])[F:15].[cH:16]1[cH:17][cH:18][cH:19][cH:20][cH:21]1>>[C:1]1(=[O:8])[CH2:2][CH2:3][CH2:4][CH2:5][CH2:6][NH:7]1.[O:9]=[C:10]([OH:11])[C:12]([F:13])([F:14])[F:15]. The reactants are Cl (HCl), CO (methanol), Cl.NC(C(=O)O)CC=1C=CC2=C(NC(O2)=O)C1 (2-Amino-3-(2-oxobenzoxazol-5-yl)propionic Acid Hydrochloride). The product is COC(C(CC=1C=CC2=C(NC(O2)=O)C1)N)=O (2-Amino-3-(2-oxobenzoxazol-5-yl)propionic acid methyl ester). RXN SMILES: Cl.[NH2:2][CH:3]([CH2:7][C:8]1[CH:9]=[CH:10][C:11]2[O:15][C:14](=[O:16])[NH:13][C:12]=2[CH:17]=1)[C:4]([OH:6])=[O:5].Cl.[CH3:19]O>>[CH3:19][O:5][C:4](=[O:6])[CH:3]([NH2:2])[CH2:7][C:8]1[CH:9]=[CH:10][C:11]2[O:15][C:14](=[O:16])[NH:13][C:12]=2[CH:17]=1 |f:0.1|. Procedure: The product from Example 1 (0.1 mole) is held at reflux in 1500 ml of methanol saturated with HCl gas for 6 hours. The alcoholic solution is evaporated to yield a product which is recrystallized from water or methanol:ether to yield the title compound. The reactants are CO, ClCCl, Cl, O=C(Cl)c1cccc(F)c1, c1ccc(-c2noc(C3CCCNC3)n2)cc1. The product is O=C(c1cccc(F)c1)N1CCCC(c2nc(-c3ccccc3)no2)C1. Reaction SMILES: [CH3:32][OH:33].[Cl:29][CH2:30][Cl:31].[ClH:11].[F:1][c:2]1[cH:3][c:4]([C:5](=[O:6])[Cl:7])[cH:8][cH:9][cH:10]1.[c:12]1(-[c:18]2[n:19][o:20][c:21]([CH:23]3[CH2:24][NH:25][CH2:26][CH2:27][CH2:28]3)[n:22]2)[cH:13][cH:14][cH:15][cH:16][cH:17]1>>[F:1][c:2]1[cH:3][c:4]([C:5](=[O:6])[N:25]2[CH2:24][CH:23]([c:21]3[o:20][n:19][c:18](-[c:12]4[cH:13][cH:14][cH:15][cH:16][cH:17]4)[n:22]3)[CH2:28][CH2:27][CH2:26]2)[cH:8][cH:9][cH:10]1. Starting materials: C1(CC1)NC1CCN(CC1)C1=NC(=NO1)CCC (cyclopropyl-[1-(3-propyl-[1,2,4]oxadiazol-5-yl)-piperidin-4-yl]-amine), O1C=NC=C1C=1N=CC(=NC1)C(=O)O (5-oxazol-5-yl-pyrazine-2-carboxylic acid). The product is C1(CC1)N(C(=O)C1=NC=C(N=C1)C1=CN=CO1)C1CCN(CC1)C1=NC(=NO1)CCC (5-Oxazol-5-yl-pyrazine-2-carboxylic acid cyclopropyl-[1-(3-propyl-[1,2,4]oxadiazol-5-yl)-piperidin-4-yl]-amide). Reaction SMILES: [CH:1]1([NH:4][CH:5]2[CH2:10][CH2:9][N:8]([C:11]3[O:15][N:14]=[C:13]([CH2:16][CH2:17][CH3:18])[N:12]=3)[CH2:7][CH2:6]2)[CH2:3][CH2:2]1.[O:19]1[C:23]([C:24]2[N:25]=[CH:26][C:27]([C:30](O)=[O:31])=[N:28][CH:29]=2)=[CH:22][N:21]=[CH:20]1>>[CH:1]1([N:4]([CH:5]2[CH2:10][CH2:9][N:8]([C:11]3[O:15][N:14]=[C:13]([CH2:16][CH2:17][CH3:18])[N:12]=3)[CH2:7][CH2:6]2)[C:30]([C:27]2[CH:26]=[N:25][C:24]([C:23]3[O:19][CH:20]=[N:21][CH:22]=3)=[CH:29][N:28]=2)=[O:31])[CH2:2][CH2:3]1. Reported procedure: The title compound is prepared from cyclopropyl-[1-(3-propyl-[1,2,4]oxadiazol-5-yl)-piperidin-4-yl]-amine and 5-oxazol-5-yl-pyrazine-2-carboxylic acid following a procedure analogous to that described in Example 1. LC (method 8): tR=1.48 min; Mass spectrum (ESI+): m/z=424 [M+H]+. The reactants are CC(=O)NCc1cc(Cl)ncc1Cl, [NH4+], [OH-], O, O=S(=O)(O)O. Yields the product CC(=O)NCc1cc(=O)[nH]cc1Cl. As a reaction SMILES: [Cl:1][c:2]1[n:3][cH:4][c:5]([Cl:13])[c:6]([CH2:8][NH:9][C:10]([CH3:11])=[O:12])[cH:7]1.[NH4+:20].[OH-:19].[OH2:21].[S:14]([OH:15])(=[O:16])(=[O:17])[OH:18]>>[c:2]1(=[O:15])[nH:3][cH:4][c:5]([Cl:13])[c:6]([CH2:8][NH:9][C:10]([CH3:11])=[O:12])[cH:7]1.